This data is from the Open Reaction Database (ORD), a public repository of structured organic reaction records. The task is: describe an organic reaction: reactants, conditions, products, and yield The reactants are C(C)OC(C(=O)NC1=C2C(CC(C2=C(C=C1)C)CCC)=O)=O (N-(7-methyl-3-oxo-1-propyl-4-indanyl)oxamic acid ethyl ester), [OH-].[Na+] (NaOH). The solvent is CO (methanol). The product is CC=1C=CC(=C2C(CC(C12)CCC)=O)NC(C(=O)O)=O (N-(7-Methyl-3-oxo-1-propyl-4-indanyl)oxamic acid). Reaction SMILES: C([O:3][C:4](=[O:22])[C:5]([NH:7][C:8]1[CH:16]=[CH:15][C:14]([CH3:17])=[C:13]2[C:9]=1[C:10](=[O:21])[CH2:11][CH:12]2[CH2:18][CH2:19][CH3:20])=[O:6])C.[OH-].[Na+]>CO>[CH3:17][C:14]1[CH:15]=[CH:16][C:8]([NH:7][C:5](=[O:6])[C:4]([OH:22])=[O:3])=[C:9]2[C:13]=1[CH:12]([CH2:18][CH2:19][CH3:20])[CH2:11][C:10]2=[O:21] |f:1.2|. Procedure: A solution of 1.6 g N-(7-methyl-3-oxo-1-propyl-4-indanyl)oxamic acid ethyl ester in 100 ml methanol is heated at reflux with 5.28 ml of 1 M aqueous NaOH for 30 minutes. The solution is concentrated, diluted with water, filtered through a filtering aid such as Hyflo (Registered Trade Mark), and made acid with 2 N HCL. The title compound is filtered off and dried. M.Pt. 157°-158°. Reaction SMILES: [N+:1]([C:4]1[CH:9]=[CH:8][C:7]([S:10]([N:13]([CH2:16][CH3:17])[CH2:14][CH3:15])(=[O:12])=[O:11])=[CH:6][CH:5]=1)([O-])=O.[H][H]>[Pd].C(OCC)(=O)C>[NH2:1][C:4]1[CH:9]=[CH:8][C:7]([S:10]([N:13]([CH2:16][CH3:17])[CH2:14][CH3:15])(=[O:12])=[O:11])=[CH:6][CH:5]=1. The yield is 106.5%. Solvent: C(C)(=O)OCC (ethyl acetate). Starting materials: [N+](=O)([O-])C1=CC=C(C=C1)S(=O)(=O)N(CC)CC (4-nitro-N,N-diethyl-benzenesulfonamide), [H][H] (hydrogen). Conditions: time 2 hour. The product is NC1=CC=C(C=C1)S(=O)(=O)N(CC)CC (4-Amino-N,N-diethyl-benzenesulfonamide). Reagents/catalysts: [Pd] (palladium on activated carbon). Reported procedure: A 250 mL Parr shaker bottle was charged with 4-nitro-N,N-diethyl-benzenesulfonamide (617 mg, 2.39 mmol), ethyl acetate (50 mL), and 10% palladium on activated carbon (100 mg). The bottle was place on a Parr shaker apparatus and charged with hydrogen to a pressure of 52 psi. The reaction mixure was shaken for two hours, filtered through celite, and concentrated to provide 4-Amino-N,N-diethyl-benzenesulfonamide as a green solid (581 mg). Reactants: COC=1C=C(C=C(C1)OC)N[C@@H](C)C(=O)O (N-(3,5-dimethoxyphenyl)alanine), COC=1C=C(N)C=C(C1)OC (3,5-dimethoxyaniline), ClC(C(=O)O)C (2-chloropropionic acid), Cl[Si](C)(C)C (chlorotrimethylsilane). Solvent: C(C(C)C)O (iso-butanol). The product is C(C(C)C)OC([C@@H](NC1=CC(=CC(=C1)OC)OC)C)=O (N-(3,5-dimethoxyphenyl)alanine iso-butyl ester). Reaction SMILES: [CH3:1][O:2][C:3]1[CH:4]=[C:5]([NH:11][C@H:12]([C:14]([OH:16])=[O:15])[CH3:13])[CH:6]=[C:7]([O:9][CH3:10])[CH:8]=1.COC1C=C([CH:23]=[C:24](OC)[CH:25]=1)N.Cl[CH:29](C)C(O)=O.Cl[Si](C)(C)C>C(O)C(C)C>[CH2:29]([O:15][C:14](=[O:16])[C@H:12]([CH3:13])[NH:11][C:5]1[CH:6]=[C:7]([O:9][CH3:10])[CH:8]=[C:3]([O:2][CH3:1])[CH:4]=1)[CH:24]([CH3:23])[CH3:25]. Procedure details: N-(3,5-dimethoxyphenyl)alanine (crude, 454 mg) (prepared according to the procedure described in U.S. Pat. No. 3,598,859 using 3,5-dimethoxyaniline (Aldrich) and 2-chloropropionic acid (Aldrich)) was treated in dry iso-butanol (10 mL) with 0.1 mL of chlorotrimethylsilane and the reaction mixture refluxed overnight. The excess alcohol was removed at reduced pressure and the residue dissolved in ethyl acetate. The ethyl acetate solution was washed with saturated aqueous NaHCO3, dried with Na2SO4 a... The reagents and catalysts are [Pd] (Pd/C). The product is O[C@H]1C2(CC2)CCN(C1)CC[C@@H](CO)N1CCNCCC1=O (4-[(S)-3-((S)-4-Hydroxy-6-aza-spiro[2,5]oct-6-yl)-1-hydroxymethyl-propyl]-[1,4]diazepan-5-one). RXN SMILES: C(OC([N:11]1[CH2:17][CH2:16][C:15](=[O:18])[N:14]([C@H:19]([CH2:31][OH:32])[CH2:20][CH2:21][N:22]2[CH2:29][CH2:28][C:25]3([CH2:27][CH2:26]3)[C@H:24]([OH:30])[CH2:23]2)[CH2:13][CH2:12]1)=O)C1C=CC=CC=1.Cl>[Pd]>[OH:30][C@@H:24]1[CH2:23][N:22]([CH2:21][CH2:20][C@H:19]([N:14]2[C:15](=[O:18])[CH2:16][CH2:17][NH:11][CH2:12][CH2:13]2)[CH2:31][OH:32])[CH2:29][CH2:28][C:25]21[CH2:26][CH2:27]2. The reactants are intermediate 5E, C(C1=CC=CC=C1)OC(=O)N1CCN(C(CC1)=O)[C@@H](CCN1C[C@H](C2(CC2)CC1)O)CO (4-[(S)-3-((S)-4-hydroxy-6-aza-spiro[2.5]oct-6-yl)-1-hydroxymethyl-propyl]-5-oxo-[1,4]diazepane-1-carboxylic acid benzyl ester), Cl (hydrochloric acid). Procedure: In analogy to the procedure described in intermediate 5E, 4-[(S)-3-((S)-4-hydroxy-6-aza-spiro[2.5]oct-6-yl)-1-hydroxymethyl-propyl]-5-oxo-[1,4]diazepane-1-carboxylic acid benzyl ester and 0.1 eq. of 1 M aq. hydrochloric acid solution and Pd/C was hydrogenated to give the title compound in quantitative yield as a white gum. MS: 312.2 (MH+).